describe an organic reaction: reactants, conditions, products, and yield From a dataset of the Open Reaction Database (ORD), a public repository of structured organic reaction records. The reactants are [Al+3], CC(NCCBr)c1ccccc1, Br, C1CCC2CCCCC2C1, [Cl-], [Cl-], [Cl-]. Yields the product CC1NCCc2ccccc21. Reaction SMILES: [Al+3:15].[Br:2][CH2:3][CH2:4][NH:5][CH:6]([c:7]1[cH:8][cH:9][cH:10][cH:11][cH:12]1)[CH3:13].[BrH:1].[CH2:18]1[CH2:19][CH:20]2[CH:21]([CH2:22][CH2:23][CH2:24][CH2:25]2)[CH2:26][CH2:27]1.[Cl-:14].[Cl-:16].[Cl-:17]>>[CH2:3]1[CH2:4][NH:5][CH:6]([CH3:13])[c:7]2[cH:8][cH:9][cH:10][cH:11][c:12]21. Reactants: P(=O)([O-])([O-])[O-] (phosphate), C(O)([O-])=O.[Na+] (sodium hydrogencarbonate), O=C1[C@@H]([C@H]2CC(=C(N12)C(=O)OCC1=CC=C(C=C1)[N+](=O)[O-])C1=CC(=CC=C1)O[Si](C)(C)C)[C@@H](C)O[Si](C)(C)C (4-nitrobenzyl (5R,6S)-7-oxo-6-{(1R)-1-[(trimethylsilyl)oxy]ethyl}-3-{3-[(trimethylsilyl)oxy]phenyl}-1-azabicyclo[3.2.0]hept-2-ene-2-carboxylate). Reagents/catalysts: [Zn] (Zinc). Run in C(C)#N (acetonitrile), C(C)#N (acetonitrile). Run at time 15 minute. Product: O[C@H](C)[C@@H]1[C@H]2CC(=C(N2C1=O)C(=O)[O-])C1=C(C=CC=C1)O.[Na+] (sodium (5R,6S)-6-[(1R)-1-hydroxyethyl]-3-(hydroxyphenyl)-7-oxo-1-azabicyclo[3.2.0]hept-2-ene-2-carboxylate). RXN SMILES: [O:1]=[C:2]1[N:8]2[C@H:4]([CH2:5][C:6]([C:22]3[CH:27]=[CH:26][CH:25]=[C:24](O[Si](C)(C)C)[CH:23]=3)=[C:7]2[C:9]([O:11]CC2C=CC([N+]([O-])=O)=CC=2)=[O:10])[C@H:3]1[C@H:33]([O:35][Si](C)(C)C)[CH3:34].C(=O)([O-])[OH:41].[Na+:44].P([O-])([O-])([O-])=O>C(#N)C.[Zn]>[OH:35][C@@H:33]([C@H:3]1[C:2](=[O:1])[N:8]2[C@@H:4]1[CH2:5][C:6]([C:22]1[CH:23]=[CH:24][CH:25]=[CH:26][C:27]=1[OH:41])=[C:7]2[C:9]([O-:11])=[O:10])[CH3:34].[Na+:44] |f:1.2,6.7|. Procedure details: To a solution of 4-nitrobenzyl (5R,6S)-7-oxo-6-{(1R)-1-[(trimethylsilyl)oxy]ethyl}-3-{3-[(trimethylsilyl)oxy]phenyl}-1-azabicyclo[3.2.0]hept-2-ene-2-carboxylate (207 mg) in acetonitrile (3 ml) was added under ice cooling 0.1N hydrochloric acid (0.3 ml), and the mixture was stirred for 15 minutes. After the solution was neutralized with a 0.1N aqueous sodium hydrogencarbonate solution (0.3 ml), further thereto 0.25M phosphate buffer (10 ml, pH6) and acetonitrile (7 ml) were added. Zinc dust (1.49... Reactants: C(=S)NCC(=O)OCC1=CC=C(C=C1)[N+](=O)[O-] (p-nitrobenzyl thioformylglycinate), COS(=O)(=O)F (magic methyl), COCC(=O)Cl (methoxyacetyl chloride). Solvent: C(C)N(CC)CC (triethylamine). The product is COC1C(N(C1SC)CC(=O)OCC1=CC=C(C=C1)[N+](=O)[O-])=O (p-Nitrobenzyl 2-(3-methoxy-4-methylthio-2-azetidinon-1-yl)acetate). RXN SMILES: [CH:1]([NH:3][CH2:4][C:5]([O:7][CH2:8][C:9]1[CH:14]=[CH:13][C:12]([N+:15]([O-:17])=[O:16])=[CH:11][CH:10]=1)=[O:6])=[S:2].[CH3:18]OS(F)(=O)=O.[CH3:24][O:25][CH2:26][C:27](Cl)=[O:28]>C(N(CC)CC)C>[CH3:24][O:25][CH:26]1[CH:1]([S:2][CH3:18])[N:3]([CH2:4][C:5]([O:7][CH2:8][C:9]2[CH:14]=[CH:13][C:12]([N+:15]([O-:17])=[O:16])=[CH:11][CH:10]=2)=[O:6])[C:27]1=[O:28]. Procedure: Following the procedure of Preparation 24, but using p-nitrobenzyl thioformylglycinate (254 mg.), magic methyl (81 μl.), triethylamine (350 μl) and methoxyacetyl chloride (91 μl.), there were obtained 26 mg of the desired product. The reactants are C(C)OC(=O)C1=C2C(=CNC2=CC=C1)C=C[N+](=O)[O-] (4-ethoxycarbonyl-3-(2-nitrovinyl)indole). Reagents/catalysts: [C].[Pd] (palladium-carbon). The solvent is C(=O)O (formic acid). The product is NCCC1=CNC2=CC=CC(=C12)C(=O)OCC (3-(2-aminoethyl)-4-ethoxycarbonyl indole). Reaction SMILES: [CH2:1]([O:3][C:4]([C:6]1[CH:14]=[CH:13][CH:12]=[C:11]2[C:7]=1[C:8]([CH:15]=[CH:16][N+:17]([O-])=O)=[CH:9][NH:10]2)=[O:5])[CH3:2]>C(O)=O.[C].[Pd]>[NH2:17][CH2:16][CH2:15][C:8]1[C:7]2[C:11](=[CH:12][CH:13]=[CH:14][C:6]=2[C:4]([O:3][CH2:1][CH3:2])=[O:5])[NH:10][CH:9]=1 |f:2.3|. Procedure: 0.5 g of 4-ethoxycarbonyl-3-(2-nitrovinyl)indole are heated under nitrogen for 45 minutes in the steam bath in 50 ml of formic acid with 1.5 g of 10% palladium-carbon. The palladium carbon is then filtered off, the filtrate evaporated, the evaporation residue [3-(2-aminoethyl)-4-ethoxycarbonyl indole] is then further reacted immediately. Conditions: time 30 minute. Solvent: CO (methanol). The product is FC1=C(C=CC(=C1)F)[C@@](CN1N=CN=C1)([C@@H](C)SC(CO)CO)O ((2R,3R)-2-(2,4-Difluorophenyl)-3-[(1,3-dihydroxy-2-propyl]thio]-1-(1H-1,2,4-triazol-1-yl)-2-butanol). Starting materials: FC1=C(C=CC(=C1)F)[C@@](CN1N=CN=C1)([C@@H](C)S[C@H]1CO[C@@H](OC1)C1=CC=CC=C1)O ((2R,3R)-2-(2,4-difluorophenyl)-3-[[trans-2-phenyl-1,3-dioxan-5-yl]thio]-1-(1H-1,2,4-triazol-1-yl)-2-butanol), Cl.O1CCOCC1 (HCl dioxane). Yield: 88.1%. Reaction SMILES: [F:1][C:2]1[CH:7]=[C:6]([F:8])[CH:5]=[CH:4][C:3]=1[C@:9]([OH:31])([C@H:16]([S:18][C@@H:19]1[CH2:24][O:23][C@@H](C2C=CC=CC=2)[O:21][CH2:20]1)[CH3:17])[CH2:10][N:11]1[CH:15]=[N:14][CH:13]=[N:12]1.Cl.O1CCOCC1>CO>[F:1][C:2]1[CH:7]=[C:6]([F:8])[CH:5]=[CH:4][C:3]=1[C@:9]([OH:31])([C@H:16]([S:18][CH:19]([CH2:20][OH:21])[CH2:24][OH:23])[CH3:17])[CH2:10][N:11]1[CH:15]=[N:14][CH:13]=[N:12]1 |f:1.2|. Procedure: In 3.5 ml of methanol were dissolved 253 mg of (2R,3R)-2-(2,4-difluorophenyl)-3-[[trans-2-phenyl-1,3-dioxan-5-yl]thio]-1-(1H-1,2,4-triazol-1-yl)-2-butanol as described in Example 40, and 0.35 ml of a 4N HCl-dioxane solution were added to the solution, followed by stirring of the resulting mixture at room temperature for 30 minutes. To the reaction mixture were added 250 mg of a NAHCO3 powder, and the mixture was stirred for 10 minutes, followed by filtration of the reaction mixture and concentra... The reactants are CC(C(=O)OC1=C(C=C(C=C1)CN1N=CC=C1)Cl)(C)C (2-chloro-4-(1-pyrazolyl)methylphenyl 2,2-dimethyl-propanoate), [OH-].[Na+] (sodium hydroxide). Solvent: C(C)O (ethanol). The product is ClC1=C(C=CC(=C1)CN1N=CC=C1)O (2-chloro-4-(1-pyrazolyl)methylphenol). The yield is 80.7%. RXN SMILES: CC(C)(C)C([O:5][C:6]1[CH:11]=[CH:10][C:9]([CH2:12][N:13]2[CH:17]=[CH:16][CH:15]=[N:14]2)=[CH:8][C:7]=1[Cl:18])=O.[OH-].[Na+]>C(O)C>[Cl:18][C:7]1[CH:8]=[C:9]([CH2:12][N:13]2[CH:17]=[CH:16][CH:15]=[N:14]2)[CH:10]=[CH:11][C:6]=1[OH:5] |f:1.2|. Reported procedure: A mixture of 20.0 g of 2-chloro-4-(1-pyrazolyl)methylphenyl 2,2-dimethyl-propanoate, 50 ml of 20% aqueous sodium hydroxide solution and 300 ml of ethanol was heated at reflux for 5 hours. The reaction mixture was then concentrated under reduced pressure, to which water was added, and the mixture was adjusted to pH 6.0 with concentrated hydrochloric acid. This mixture was extracted with ethyl acetate. The organic layer was washed with water, dried with anhydrous magnesium sulfate, and concentrate... Reactants: FC=1C=C(C=CC1)C1=CC=NC=2N1N=CC2C#N (7-(m-fluorophenyl) pyrazolo[1,5-a]pyrimidine-3-carbonitrile), ice water, S(O)(O)(=O)=O (sulfuric acid). Run at time 18 hour. The product is FC=1C=C(C=CC1)C1=CC=NC=2N1N=CC2C(=O)N (7-(3-Fluorophenyl)pyrazolo[1,5-a]pyrimidine-3-carboxamide). As a reaction SMILES: [F:1][C:2]1[CH:3]=[C:4]([C:8]2[N:13]3[N:14]=[CH:15][C:16]([C:17]#[N:18])=[C:12]3[N:11]=[CH:10][CH:9]=2)[CH:5]=[CH:6][CH:7]=1.S(=O)(=O)(O)[OH:20]>>[F:1][C:2]1[CH:3]=[C:4]([C:8]2[N:13]3[N:14]=[CH:15][C:16]([C:17]([NH2:18])=[O:20])=[C:12]3[N:11]=[CH:10][CH:9]=2)[CH:5]=[CH:6][CH:7]=1. Procedure: A 131.5 g amount of 7-(m-fluorophenyl) pyrazolo[1,5-a]pyrimidine-3-carbonitrile (prepared as described in U.S. Pat. No. 4,236,005) was dissolved in 500 ml of concentrated sulfuric acid by stirring at room temperature for 18 hours. The solution was then carefully poured into ice water. The precipitate which formed was collected by filtration then washed with 1N sodium hydroxide until pH 7 was achieved, followed by washing with water to remove the excess base. The crystalline material was dried in...